Dataset: the Open Reaction Database (ORD), a public repository of structured organic reaction records. Task: describe an organic reaction: reactants, conditions, products, and yield The reactants are Cc1ccccc1, NCCCCN1CCN(c2ncccn2)CC1, O, O=C1OC(=O)C2CCCC1S2. Yields the product O=C1C2CCCC(S2)C(=O)N1CCCCN1CCN(c2ncccn2)CC1. As a reaction SMILES: [CH3:29][c:30]1[cH:31][cH:32][cH:33][cH:34][cH:35]1.[NH2:12][CH2:13][CH2:14][CH2:15][CH2:16][N:17]1[CH2:18][CH2:19][N:20]([c:23]2[n:24][cH:25][cH:26][cH:27][n:28]2)[CH2:21][CH2:22]1.[OH2:36].[S:1]1[CH:2]2[CH2:3][CH2:4][CH2:5][CH:6]1[C:7](=[O:8])[O:9][C:10]2=[O:11]>>[S:1]1[CH:2]2[CH2:3][CH2:4][CH2:5][CH:6]1[C:7](=[O:9])[N:12]([CH2:13][CH2:14][CH2:15][CH2:16][N:17]1[CH2:18][CH2:19][N:20]([c:23]3[n:24][cH:25][cH:26][cH:27][n:28]3)[CH2:21][CH2:22]1)[C:10]2=[O:11]. The reactants are O=C1Nc2ccc(Cl)cc2C1=Cc1ccc(Br)o1, O=C([O-])[O-], [Cs+], [Cs+], COC(=O)c1ccc(F)c(B(O)O)c1, [Fe+2], C1COCCO1, O, O, Cl[Pd]Cl, c1ccc(P(c2ccccc2)[c-]2cccc2)cc1, c1ccc(P(c2ccccc2)[c-]2cccc2)cc1. The product is COC(=O)c1ccc(F)c(-c2ccc(C=C3C(=O)Nc4ccc(Cl)cc43)o2)c1. Reaction SMILES: [Br:1][c:2]1[cH:3][cH:4][c:5]([CH:7]=[C:8]2[C:9](=[O:18])[NH:10][c:11]3[cH:12][cH:13][c:14]([Cl:17])[cH:15][c:16]32)[o:6]1.[C:33](=[O:34])([O-:35])[O-:36].[Cs+:37].[Cs+:38].[F:19][c:20]1[c:21]([B:30]([OH:31])[OH:32])[cH:22][c:23]([C:26](=[O:27])[O:28][CH3:29])[cH:24][cH:25]1.[Fe+2:86].[O:41]1[CH2:42][CH2:43][O:44][CH2:45][CH2:46]1.[OH2:39].[OH2:40].[Pd:47]([Cl:48])[Cl:49].[cH:50]1[cH:51][cH:52][c:53]([P:54]([c:55]2[cH:56][cH:57][cH:58][cH:59][cH:60]2)[c-:61]2[cH:62][cH:63][cH:64][cH:65]2)[cH:66][cH:67]1.[cH:68]1[cH:69][cH:70][c:71]([P:72]([c:73]2[cH:74][cH:75][cH:76][cH:77][cH:78]2)[c-:79]2[cH:80][cH:81][cH:82][cH:83]2)[cH:84][cH:85]1>>[c:2]1(-[c:21]2[c:20]([F:19])[cH:25][cH:24][c:23]([C:26](=[O:27])[O:28][CH3:29])[cH:22]2)[cH:3][cH:4][c:5]([CH:7]=[C:8]2[C:9](=[O:18])[NH:10][c:11]3[cH:12][cH:13][c:14]([Cl:17])[cH:15][c:16]32)[o:6]1. Reactants: Oc1ccc(Oc2c(-c3ccc(F)cc3)ccc3cc(OCc4ccccc4)ccc23)cc1, ClCCN1CCCCC1, Cl, [H-], [Na+], CN(C)C=O, O. Yields the product Fc1ccc(-c2ccc3cc(OCc4ccccc4)ccc3c2Oc2ccc(OCCN3CCCCC3)cc2)cc1. RXN SMILES: [CH2:1]([c:2]1[cH:3][cH:4][cH:5][cH:6][cH:7]1)[O:8][c:9]1[cH:10][c:11]2[cH:12][cH:13][c:14](-[c:27]3[cH:28][cH:29][c:30]([F:33])[cH:31][cH:32]3)[c:15]([O:19][c:20]3[cH:21][cH:22][c:23]([OH:26])[cH:24][cH:25]3)[c:16]2[cH:17][cH:18]1.[Cl:36][CH2:37][CH2:38][N:39]1[CH2:40][CH2:41][CH2:42][CH2:43][CH2:44]1.[ClH:45].[H-:35].[Na+:34].[O:46]=[CH:47][N:48]([CH3:49])[CH3:50].[OH2:51]>>[CH2:1]([c:2]1[cH:3][cH:4][cH:5][cH:6][cH:7]1)[O:8][c:9]1[cH:10][c:11]2[cH:12][cH:13][c:14](-[c:27]3[cH:28][cH:29][c:30]([F:33])[cH:31][cH:32]3)[c:15]([O:19][c:20]3[cH:21][cH:22][c:23]([O:26][CH2:37][CH2:38][N:39]4[CH2:40][CH2:41][CH2:42][CH2:43][CH2:44]4)[cH:24][cH:25]3)[c:16]2[cH:17][cH:18]1. Reactants: Cl (HCl), OC1=C(C#N)C=CC(=C1)O (2,4-dihydroxybenzonitrile), ClC1=NC=C(C=C1)[N+](=O)[O-] (2-chloro-5-nitropyridine), C(=O)([O-])[O-].[K+].[K+] (K2CO3). The solvent is CN(C)C=O (DMF), CCOCC (Et2O), O (water). Conditions: temperature 110 celsius. The product is OC1=C(C#N)C=CC(=C1)OC1=NC=C(C=C1)[N+](=O)[O-] (2-hydroxy-4-[(5-nitro-2-pyridinyl)oxy]benzonitrile). The yield is 117.3%. Reaction SMILES: [OH:1][C:2]1[CH:9]=[C:8]([OH:10])[CH:7]=[CH:6][C:3]=1[C:4]#[N:5].Cl[C:12]1[CH:17]=[CH:16][C:15]([N+:18]([O-:20])=[O:19])=[CH:14][N:13]=1.C([O-])([O-])=O.[K+].[K+].Cl>CN(C=O)C.CCOCC.O>[OH:1][C:2]1[CH:9]=[C:8]([O:10][C:12]2[CH:17]=[CH:16][C:15]([N+:18]([O-:20])=[O:19])=[CH:14][N:13]=2)[CH:7]=[CH:6][C:3]=1[C:4]#[N:5] |f:2.3.4|. Reported procedure: In a vial 2,4-dihydroxybenzonitrile (300 mg, 2.2 mmol), 2-chloro-5-nitropyridine (351.96 mg, 2.22 mmol) and K2CO3 (920 mg, 6.62 mmol) were dissolved in DMF (5 mL). The reaction was heated for 1 hour under microwave irradiations (Set Temperature: 110° C.). The reaction mixture was diluted with Et2O and water, acidified with aqueous 1N HCl until pH=2, the phases were separated and the organics were dried over Na2SO4. The solid was filtered out and the solvent was removed affording crude 2-hydroxy-... Reactants: CC=1C=C(OC1C)CNC1=C(C(C(=O)O)=CC=C1)C(=O)O (3-[(4,5-Dimethyl-furan-2-ylmethyl)-amino]-phthalic acid), O=C1NC(CCC1N1C(C2=CC=CC(=C2C1=O)NCCOC)=O)=O (2-(2,6-dioxo-piperidin-3-yl)-4-(2-methoxy-ethylamino)-isoindole-1,3-dione). Product: CC=1C=C(OC1C)CNC1=C2C(N(C(C2=CC=C1)=O)C1C(NC(CC1)=O)=O)=O (4-[(4,5-Dimethyl-furan-2-ylmethyl)-amino]-2-(2,6-dioxo-piperidin-3-yl)-isoindole-1,3-dione). Isolated yield 22.0%. Reaction SMILES: [CH3:1][C:2]1[CH:3]=[C:4]([CH2:8][NH:9][C:10]2[CH:18]=[CH:17][CH:16]=[C:12]([C:13]([OH:15])=O)[C:11]=2[C:19]([OH:21])=O)[O:5][C:6]=1[CH3:7].[O:22]=[C:23]1[CH:28]([N:29]2C(=O)C3C(=CC=CC=3NCCOC)C2=O)[CH2:27][CH2:26][C:25](=[O:45])[NH:24]1>>[CH3:1][C:2]1[CH:3]=[C:4]([CH2:8][NH:9][C:10]2[CH:18]=[CH:17][CH:16]=[C:12]3[C:11]=2[C:19](=[O:21])[N:29]([CH:28]2[CH2:27][CH2:26][C:25](=[O:45])[NH:24][C:23]2=[O:22])[C:13]3=[O:15])[O:5][C:6]=1[CH3:7]. Procedure: 3-[(4,5-Dimethyl-furan-2-ylmethyl)-amino]-phthalic acid (3 mmol) was treated in the same manner as described above for the synthesis of 2-(2,6-dioxo-piperidin-3-yl)-4-(2-methoxy-ethylamino)-isoindole-1,3-dione. The solid yellow residue was purified by preparative HPLC (Symmetry C18, isocratic, 40% acetonitrile/water) to give 0.25 g (22%) of product as a yellow solid: mp 127–129° C.; 1H NMR (DMSO-d6) δ 11.10 (s, 1H), 7.58 (dd, J=7.4 Hz and 8.4 Hz, 1H), 7.17 (d, J=8.6 Hz, 1H), 7.06 (d, J=7.1 Hz, 1... Starting materials: FC1=CC=C(C=C1)[N+](=O)[O-] (1-fluoro-4-nitrobenzene), NCCO (2-aminoethanol). Product: [N+](=O)([O-])C1=CC=C(C=C1)NCCO (2-(4-Nitro-phenylamino)-ethanol). RXN SMILES: F[C:2]1[CH:7]=[CH:6][C:5]([N+:8]([O-:10])=[O:9])=[CH:4][CH:3]=1.[NH2:11][CH2:12][CH2:13][OH:14]>>[N+:8]([C:5]1[CH:6]=[CH:7][C:2]([NH:11][CH2:12][CH2:13][OH:14])=[CH:3][CH:4]=1)([O-:10])=[O:9]. Procedure: The title compound was prepared from 1-fluoro-4-nitrobenzene and 2-aminoethanol following the procedure described above. MS (ES+): m/z=183.0; 1H NMR (CDCl3, 500 MHz): δ 3.41 (t, 2H), 3.92 (t, 2H), 6.59 (d, 2H), 8.11 (d, 2H).